This data is from the Open Reaction Database (ORD), a public repository of structured organic reaction records. The task is: describe an organic reaction: reactants, conditions, products, and yield Starting materials: [Al+3], C1CCOC1, COC(=O)c1ccc(-c2cc(OC)ccc2F)c(C(C)C(C)C)c1, [H-], [H-], [H-], [H-], [Li+], [Na+], [OH-]. Product: COc1ccc(F)c(-c2ccc(CO)cc2C(C)C(C)C)c1. Reaction SMILES: [Al+3:26].[CH2:33]1[O:34][CH2:35][CH2:36][CH2:37]1.[CH3:1][CH:2]([CH:3]([CH3:4])[CH3:5])[c:6]1[c:7](-[c:16]2[c:17]([F:24])[cH:18][cH:19][c:20]([O:22][CH3:23])[cH:21]2)[cH:8][cH:9][c:10]([C:12](=[O:13])[O:14][CH3:15])[cH:11]1.[H-:25].[H-:28].[H-:29].[H-:30].[Li+:27].[Na+:32].[OH-:31]>>[CH3:1][CH:2]([CH:3]([CH3:4])[CH3:5])[c:6]1[c:7](-[c:16]2[c:17]([F:24])[cH:18][cH:19][c:20]([O:22][CH3:23])[cH:21]2)[cH:8][cH:9][c:10]([CH2:12][OH:13])[cH:11]1.